Dataset: the Open Reaction Database (ORD), a public repository of structured organic reaction records. Task: describe an organic reaction: reactants, conditions, products, and yield The reactants are CCN(C(C)C)C(C)C, CCCN(CC1CC1)c1cc(C(=O)O)ncn1, COC(=O)Cl, ClCCl, Nc1ccc(Cn2ccnc2)cc1. Product: CCCN(CC1CC1)c1cc(C(=O)Nc2ccc(Cn3ccnc3)cc2)ncn1. Reaction SMILES: [CH:18]([N:19]([CH:20]([CH3:21])[CH3:22])[CH2:23][CH3:24])([CH3:25])[CH3:26].[CH:1]1([CH2:4][N:5]([c:6]2[cH:7][c:8]([C:12](=[O:13])[OH:14])[n:9][cH:10][n:11]2)[CH2:15][CH2:16][CH3:17])[CH2:2][CH2:3]1.[Cl:27][C:28]([O:29][CH3:30])=[O:31].[Cl:45][CH2:46][Cl:47].[n:32]1([CH2:37][c:38]2[cH:39][cH:40][c:41]([NH2:42])[cH:43][cH:44]2)[cH:33][n:34][cH:35][cH:36]1>>[CH:1]1([CH2:4][N:5]([c:6]2[cH:7][c:8]([C:12](=[O:14])[NH:42][c:41]3[cH:40][cH:39][c:38]([CH2:37][n:32]4[cH:33][n:34][cH:35][cH:36]4)[cH:44][cH:43]3)[n:9][cH:10][n:11]2)[CH2:15][CH2:16][CH3:17])[CH2:2][CH2:3]1. Starting materials: ClC1=C(C(=O)OC)C=C(C=C1)C1=NC(=CC=C1)C=C(F)F (methyl 2-chloro-5-(6-(2,2-difluorovinyl)pyridin-2-yl)benzoate), [H][H] (hydrogen). The reagents and catalysts are [Pd] (palladium on alumina). Run in CCOC(=O)C (EtOAc). Yields the product ClC1=C(C(=O)OC)C=C(C=C1)C1=NC(=CC=C1)CC(F)F (Methyl 2-chloro-5-(6-(2,2-difluoroethyl)pyridin-2-yl)benzoate). As a reaction SMILES: [Cl:1][C:2]1[CH:11]=[CH:10][C:9]([C:12]2[CH:17]=[CH:16][CH:15]=[C:14]([CH:18]=[C:19]([F:21])[F:20])[N:13]=2)=[CH:8][C:3]=1[C:4]([O:6][CH3:7])=[O:5].[H][H]>CCOC(C)=O.[Pd]>[Cl:1][C:2]1[CH:11]=[CH:10][C:9]([C:12]2[CH:17]=[CH:16][CH:15]=[C:14]([CH2:18][CH:19]([F:21])[F:20])[N:13]=2)=[CH:8][C:3]=1[C:4]([O:6][CH3:7])=[O:5]. Procedure details: To a solution of methyl 2-chloro-5-(6-(2,2-difluorovinyl)pyridin-2-yl)benzoate (Preparation 33, 105 mg, 0.34 mmol) in EtOAc (1 mL) was added 10% palladium on alumina (36 mg, 0.03 mmol) and stirred at room temperature under 15 psi of hydrogen for 2 hours. The reaction was filtered and concentrated in vacuo. The residue was purified using silica gel column chromatography eluting with 0-20% EtOAc in heptanes to afford the title compound. The reactants are C[Si](C)(C)C=[N+]=[N-] ((trimethylsilyl)diazomethane), C(C)(C)(C)OC(=O)N[C@H]1[C@@H](CC=C(C1)C(=O)O)C1=C(C=C(C(=C1)F)F)F (trans-5-[(tert-butoxycarbonyl)amino]-4-(2,4,5-trifluorophenyl)cyclohex-1-ene-1-carboxylic acid), C(C)(=O)O (acetic acid). The solvent is C(Cl)Cl (CH2Cl2), CO (methanol). Yields the product C(C)(C)(C)OC(=O)N[C@@H]1[C@H](CC=C(C1)C(=O)OC)C1=C(C=C(C(=C1)F)F)F (methyl(4R,5S)-5-[(tert-butoxycarbonyl)amino]-4-(2,4,5-trifluorophenyl)cyclohex-1-ene-1-carboxylate). As a reaction SMILES: [C:1]([O:5][C:6]([NH:8][C@@H:9]1[CH2:14][C:13]([C:15]([OH:17])=[O:16])=[CH:12][CH2:11][C@H:10]1[C:18]1[CH:23]=[C:22]([F:24])[C:21]([F:25])=[CH:20][C:19]=1[F:26])=[O:7])([CH3:4])([CH3:3])[CH3:2].[CH3:27][Si](C=[N+]=[N-])(C)C.C(O)(=O)C>CO.C(Cl)Cl>[C:1]([O:5][C:6]([NH:8][C@H:9]1[CH2:14][C:13]([C:15]([O:17][CH3:27])=[O:16])=[CH:12][CH2:11][C@@H:10]1[C:18]1[CH:23]=[C:22]([F:24])[C:21]([F:25])=[CH:20][C:19]=1[F:26])=[O:7])([CH3:4])([CH3:2])[CH3:3]. Reported procedure: A solution of Example 39A (510 mg) was dissolved in methanol (1 mL) and CH2Cl2 (1 mL), and then (trimethylsilyl)diazomethane solution (0.4 mL, 2M in ether) was added. After ten minutes, acetic acid (0.2 mL) was added. The mixture was concentrated, filtered through a silica gel plug, and purified by chromatography (Column: Chiralcel AD, Mobile Phase: hexane/ethanol/methanol=95/2.5/2.5) to give the title compound. 1H NMR (500 MHz, CDCl3) δ ppm 1.31 (s, 9H), 2.18-2.28 (m, 1H), 2.41-2.50 (m, 1H), 2.... Starting materials: C(=O)(OCC1=CC=CC=C1)N1[C@@H](C[C@H](C1)O[Si](C)(C)C(C)(C)C)COC=1C=NC=CC1 (trans-3-((1-CBZ4-(t-butyldimethylsilyloxy)-2-(S)-pyrrolidinyl)methoxy)pyridine), [F-].C(C)(C)(C)[N+](C(C)(C)C)(C(C)(C)C)C(C)(C)C (tetra-(t-butyl)ammonium fluoride). Reaction SMILES: C([N:11]1[CH2:15][C@H:14]([O:16][Si](C(C)(C)C)(C)C)[CH2:13][C@H:12]1[CH2:24][O:25][C:26]1[CH:27]=[N:28][CH:29]=[CH:30][CH:31]=1)(OCC1C=CC=CC=1)=O.[F-].C([N+](C(C)(C)C)(C(C)(C)C)C(C)(C)C)(C)(C)C>C1COCC1>[OH:16][C@H:14]1[CH2:15][NH:11][C@H:12]([CH2:24][O:25][C:26]2[CH:27]=[N:28][CH:29]=[CH:30][CH:31]=2)[CH2:13]1 |f:1.2|. Reaction conditions: time 16 hour. Run in C1CCOC1 (THF). Product: O[C@@H]1C[C@H](NC1)COC=1C=NC=CC1 (3-((trans-4-hydroxy-2-(S)-pyrrolidinyl)methoxy)pyridine). Procedure details: A 1.35 g sample of the compound from step 72d above was dissolved in 9 mL of THF and 9.3 mL of tetra-(t-butyl)ammonium fluoride was added. The reaction mixture was stirred at room temperature for 16 hours, and the volatiles were removed under vacuum. The residue was purified on silica gel, eluting with 3:1 ethyl acetate:hexane, to give the title compound. Starting materials: CC1=C(C=CC(=C1)C=C)NC(C1=CC=CC=C1)=O (N-(2-methyl-4-vinylphenyl)benzamide), mixture, C1CCOC1 (THF), [N+](=[N-])=CC(=O)OCC (ethyl diazoacetate). The reagents and catalysts are [Cu]Cl (copper(I) chloride). Solvent: C1(=CC=CC=C1)C (toluene), C1(=CC=CC=C1)C (toluene). Run at temperature 80 celsius, time 8 hour. Yields the product C(C1=CC=CC=C1)(=O)NC1=C(C=C(C=C1)[C@H]1[C@@H](C1)C(=O)OCC)C (ethyl trans-2-[4-(benzoylamino)-3-methylphenyl]cyclopropanecarboxylate). RXN SMILES: [CH3:1][C:2]1[CH:7]=[C:6]([CH:8]=[CH2:9])[CH:5]=[CH:4][C:3]=1[NH:10][C:11](=[O:18])[C:12]1[CH:17]=[CH:16][CH:15]=[CH:14][CH:13]=1.C1COCC1.[N+](=[CH:26][C:27]([O:29][CH2:30][CH3:31])=[O:28])=[N-]>C1(C)C=CC=CC=1.[Cu]Cl>[C:11]([NH:10][C:3]1[CH:4]=[CH:5][C:6]([C@@H:8]2[CH2:9][C@H:26]2[C:27]([O:29][CH2:30][CH3:31])=[O:28])=[CH:7][C:2]=1[CH3:1])(=[O:18])[C:12]1[CH:13]=[CH:14][CH:15]=[CH:16][CH:17]=1. Procedure details: To a solution of N-(4-bromo-2-methylphenyl)benzamide(4.35 g) and 4,4,5,5-tetramethyl-2-vinyl-1,3,2-dioxaborolane (2.54 g) in THF (64.3 mL)/water (10.7 mL) were added 1,1′-bis(diphenylphosphino)ferrocene-palladium(II) dichloride-dichloromethane complex (0.367 g) and triethylamine (4.18 mL). The reaction mixture was stirred at 60° C. overnight, and poured into saturated aqueous ammonium chloride solution. The reaction mixture was extracted with ethyl acetate, and the extract was washed with satura... The reactants are [K+].[Br-] (KBr), BrC=1C=CC(=C(C(=O)OC)C1)OC (5-Bromo-2-methoxybenzoic acid, methyl ester), N1C=NC=C1 (imidazole), C([O-])([O-])=O.[K+].[K+] (potassium carbonate), cuprous iodide. Run in CN(C)C=O (DMF). Conditions: time 18 hour. Product: N1(C=NC=C1)C=1C=CC(=C(C(=O)OC)C1)OC (5-(1H-Imidazol-1-yl)-2-methoxybenzoic acid, methyl ester). Reaction SMILES: Br[C:2]1[CH:3]=[CH:4][C:5]([O:12][CH3:13])=[C:6]([CH:11]=1)[C:7]([O:9][CH3:10])=[O:8].[NH:14]1[CH:18]=[CH:17][N:16]=[CH:15]1.C(=O)([O-])[O-].[K+].[K+].[K+].[Br-]>CN(C=O)C>[N:14]1([C:2]2[CH:3]=[CH:4][C:5]([O:12][CH3:13])=[C:6]([CH:11]=2)[C:7]([O:9][CH3:10])=[O:8])[CH:18]=[CH:17][N:16]=[CH:15]1 |f:2.3.4,5.6|. Procedure: 5-Bromo-2-methoxybenzoic acid, methyl ester (5 g, 20.4 mmol), imidazole (1.4 g, 20.6 mmol), and potassium carbonate (2.9 g, 20.7 mmol) were heated to 145° C. in DMF under N2 as cuprous iodide (1.5 g, 7.9 mmol) was added in portions. The reaction was stirred at this temperature for 18 h, allowed to cool, and filtered through a celite plug. The filtered salts were washed extensively with methanol, the filtrate concentrated in vacuo, and the residue taken up in ethyl acetate, washed with water, bri...